This data is from the Open Reaction Database (ORD), a public repository of structured organic reaction records. The task is: describe an organic reaction: reactants, conditions, products, and yield Reactants: ClCC1=NC2=CC=CC=C2C(=N1)NN (2-(chloromethyl)-4-hydrazinoquinazoline), C(OCC)([O-])[O-] (ethyl orthoformate). Run at temperature 125 celsius, time 1 hour. Product: ClCC1=NC=2C=CC=CC2C=2N1C=NN2 (5-(chloromethyl)-1,2,4-triazolo [4,3-c]quinazoline). As a reaction SMILES: [Cl:1][CH2:2][C:3]1[N:12]=[C:11]([NH:13][NH2:14])[C:10]2[C:5](=[CH:6][CH:7]=[CH:8][CH:9]=2)[N:4]=1.[CH:15]([O-])([O-])OCC>>[Cl:1][CH2:2][C:3]1[N:12]2[CH:15]=[N:14][N:13]=[C:11]2[C:10]2[CH:9]=[CH:8][CH:7]=[CH:6][C:5]=2[N:4]=1. Reported procedure: 3.1. 88 g of 2-(chloromethyl)-4-hydrazinoquinazoline are suspended in 1.2 l of ethyl orthoformate. The suspension is heated (bath temp. 125° C.) while stirring and the resulting ethanol is distilled off. After 1 h., the mixture is cooled to 15° C., the precipitate is filtered off and washed with 100 ml of diethyl ether. The product is dried in a vacuum. 80 g of crude 5-(chloromethyl)-1,2,4-triazolo [4,3-c]quinazoline are obtained. The filtrate is concentrated in a vacuum and the residue is boile... Reactants: C(C)OC([C@H](CC1=CC=C(C=C1)CCCCO)OC)=O ((2S)-3-[4-(4-Hydroxy-butyl)-phenyl]-2-methoxy-propionic acid ethyl ester), C1(=CC=CC=C1)C1=CC=C(C=C1)O (4-phenylphenol). As a reaction SMILES: C([O:3][C:4](=[O:20])[C@@H:5]([O:18][CH3:19])[CH2:6][C:7]1[CH:12]=[CH:11][C:10]([CH2:13][CH2:14][CH2:15][CH2:16][OH:17])=[CH:9][CH:8]=1)C.[C:21]1([C:27]2[CH:32]=[CH:31][C:30](O)=[CH:29][CH:28]=2)[CH:26]=[CH:25][CH:24]=[CH:23][CH:22]=1>>[C:21]1([C:27]2[CH:28]=[CH:29][CH:30]=[CH:31][CH:32]=2)[CH:26]=[CH:25][C:24]([O:17][CH2:16][CH2:15][CH2:14][CH2:13][C:10]2[CH:9]=[CH:8][C:7]([CH2:6][C@H:5]([O:18][CH3:19])[C:4]([OH:3])=[O:20])=[CH:12][CH:11]=2)=[CH:23][CH:22]=1. Reported procedure: The title compound was prepared from (2S)-3-[4-(4-Hydroxy-butyl)-phenyl]-2-methoxy-propionic acid ethyl ester and 4-phenylphenol following the Standard Procedure of coupling-hydrolysis A. 1H-NMR (CDCl3, 200.15 MHz): δ 7.55–7.23 (m, 7H); 7.14 (d, 4H, J=1.1); 6.93 (d, 2H, J=8.4); 4.02–3.96 (m, 3H); 3.37 (s, 3H); 3.11 (dd, 1H, J=14.3, 4.4); 2.97 (dd, 1H, J=14.3, 7.3); 2.66 (t, 2H, J=7.0); 1.83–1.80 (m, 4H). MS (ES) for C26H28O4 [M+NH4]+: 422.2, [M+Na]+: 427.2. Yields the product C1(=CC=C(C=C1)OCCCCC1=CC=C(C=C1)C[C@@H](C(=O)O)OC)C1=CC=CC=C1 ((2S)-3-{4-[4-(Biphenyl-4-yloxy)-butyl]-phenyl}-2-methoxy-propionic acid). The reactants are C(C)(=O)C1=CC=CC=C1 (Acetophenone), C(C)(=O)[O-].[Na+] (sodium acetate), P(=O)(Cl)(Cl)Cl (phosphoryl chloride), P(=O)(Cl)(Cl)Cl (Phosphoryl chloride). Solvent: CN(C=O)C (dimethyl formamide), O (water), CN(C=O)C (dimethyl formamide). Conditions: temperature 0 celsius, time 30 minute. Yields the product ClC(C=O)=CC1=CC=CC=C1 (chlorocinnamaldehyde), crude product. Reaction SMILES: P(Cl)(Cl)([Cl:3])=O.[C:6]([C:9]1[CH:14]=[CH:13][CH:12]=[CH:11][CH:10]=1)(=O)[CH3:7].[C:15]([O-:18])(=O)C.[Na+]>CN(C)C=O.O>[Cl:3][C:7](=[CH:6][C:9]1[CH:14]=[CH:13][CH:12]=[CH:11][CH:10]=1)[CH:15]=[O:18] |f:2.3|. Reported procedure: β chlorocinnamaldehyde was prepared by the following method. Phosphoryl chloride (24 ml, 0.26 mol.) was slowly added to anhydrous dimethyl formamide (40 ml) maintaining a temperature of 0° C. and the resulting solution stirred for 30 minutes. Acetophenone (24 g 0.2 mol.) was also dissolved in anhydrous dimethyl formamide (25 ml) and the mixture slowly added to the phosphoryl chloride solution. Whilst stirring, the reaction mixture was allowed to attain room temperature, stirred for two hours and... The reactants are C(C)OC(=O)N[C@@H](CC1=CC=C(C=C1)O)C(=O)N[C@@H]([C@@H](C)CC)C(=O)N[C@@H](C)C(=O)O (ethoxycarbonyl-L-tyrosyl-L-isoleucyl-L-alanine), C(C)OC(C[C@H](CC(=O)OC(C)(C)C)N)OCC ((3R)-3-amino-4-t-butoxycarbonyl-butyraidehyde diethyl acetal). Product: C(C)OC(C[C@H](CC(=O)OC(C)(C)C)NC([C@@H](NC([C@@H](NC([C@@H](NC(=O)OCC)CC1=CC=C(C=C1)O)=O)[C@@H](C)CC)=O)C)=O)OCC ((3R)-3-(Ethoxycarbonyl-L-tyrosyl-L-isoleucyl-L-alanylamino)-4-t-butoxycarbonyl-butyraldehyde-diethyl Acetal). RXN SMILES: [CH2:1]([O:3][C:4]([NH:6][C@H:7]([C:16]([NH:18][C@H:19]([C:24]([NH:26][C@H:27]([C:29](O)=[O:30])[CH3:28])=[O:25])[C@H:20]([CH2:22][CH3:23])[CH3:21])=[O:17])[CH2:8][C:9]1[CH:14]=[CH:13][C:12]([OH:15])=[CH:11][CH:10]=1)=[O:5])[CH3:2].[CH2:32]([O:34][CH:35]([O:47][CH2:48][CH3:49])[CH2:36][C@@H:37]([NH2:46])[CH2:38][C:39]([O:41][C:42]([CH3:45])([CH3:44])[CH3:43])=[O:40])[CH3:33]>>[CH2:48]([O:47][CH:35]([O:34][CH2:32][CH3:33])[CH2:36][C@@H:37]([NH:46][C:29](=[O:30])[C@H:27]([CH3:28])[NH:26][C:24](=[O:25])[C@H:19]([C@H:20]([CH2:22][CH3:23])[CH3:21])[NH:18][C:16](=[O:17])[C@H:7]([CH2:8][C:9]1[CH:10]=[CH:11][C:12]([OH:15])=[CH:13][CH:14]=1)[NH:6][C:4]([O:3][CH2:1][CH3:2])=[O:5])[CH2:38][C:39]([O:41][C:42]([CH3:43])([CH3:45])[CH3:44])=[O:40])[CH3:49]. Procedure: Starting from 0.22 g (0.5 mmol) of ethoxycarbonyl-L-tyrosyl-L-isoleucyl-L-alanine (Example 3, Step A6) and 0.13 g (0.5 mmol) of (3R)-3-amino-4-t-butoxycarbonyl-butyraidehyde diethyl acetal (Example 1, Step B4) and using proportional amounts of reagents and solvents, the components are coupled and the end product isolated according to the process described in Example 1, Step A1. Reactants: CC(C)(C)OC(=O)N1CC(C#N)C1, C1CCOC1, C[Si](C)(C)[N-][Si](C)(C)C, CCI, [Li+]. Product: CCC1(C#N)CN(C(=O)OC(C)(C)C)C1. RXN SMILES: [C:1](#[N:2])[CH:3]1[CH2:4][N:5]([C:7](=[O:8])[O:9][C:10]([CH3:11])([CH3:12])[CH3:13])[CH2:6]1.[CH2:27]1[O:28][CH2:29][CH2:30][CH2:31]1.[CH3:14][Si:15]([N-:16][Si:17]([CH3:18])([CH3:19])[CH3:20])([CH3:21])[CH3:22].[I:24][CH2:25][CH3:26].[Li+:23]>>[C:1](#[N:2])[C:3]1([CH2:25][CH3:26])[CH2:4][N:5]([C:7](=[O:8])[O:9][C:10]([CH3:11])([CH3:12])[CH3:13])[CH2:6]1. The reactants are N1(CCC1)CCN1C(=NC(=C1)C=1C=NC=C(C1)C(F)(F)F)C1CCN(CC1)C1=C(C(=NC=N1)N)CC (6-(4-(1-(2-(azetidin-1-yl)ethyl)-4-(5-(trifluoromethyl)pyridin-3-yl)-1H-imidazol-2-yl)piperidin-1-yl)-5-ethylpyrimidin-4-amine), N1(CCC1)CCN1C(=NC(=C1)C1=CC(=NC=C1)C)C1CCNCC1 (4-(1-(2-(azetidin-1-yl)ethyl)-2-(piperidin-4-yl)-1H-imidazol-4-yl)-2-methylpyridine). Yields the product N1(CCC1)CCN1C(=NC(=C1)C1=CC(=NC=C1)C)C1CCN(CC1)C1=C(C(=NC=N1)N)CC (6-(4-(1-(2-(azetidin-1-yl)ethyl)-4-(2-methylpyridin-4-yl)-1H-imidazol-2-yl)piperidin-1-yl)-5-ethylpyrimidin-4-amine). Reaction SMILES: [N:1]1([CH2:5][CH2:6][N:7]2[CH:11]=[C:10](C3C=NC=C(C(F)(F)F)C=3)[N:9]=[C:8]2[CH:22]2[CH2:27][CH2:26][N:25]([C:28]3[N:33]=[CH:32][N:31]=[C:30]([NH2:34])[C:29]=3[CH2:35][CH3:36])[CH2:24][CH2:23]2)[CH2:4][CH2:3][CH2:2]1.N1(CCN2C=C([C:48]3[CH:53]=[CH:52][N:51]=[C:50]([CH3:54])[CH:49]=3)N=C2C2CCNCC2)CCC1>>[N:1]1([CH2:5][CH2:6][N:7]2[CH:11]=[C:10]([C:48]3[CH:53]=[CH:52][N:51]=[C:50]([CH3:54])[CH:49]=3)[N:9]=[C:8]2[CH:22]2[CH2:23][CH2:24][N:25]([C:28]3[N:33]=[CH:32][N:31]=[C:30]([NH2:34])[C:29]=3[CH2:35][CH3:36])[CH2:26][CH2:27]2)[CH2:2][CH2:3][CH2:4]1. Procedure details: The title compound was prepared in an analogous manner as 6-(4-(1-(2-(azetidin-1-yl)ethyl)-4-(5-(trifluoromethyl)pyridin-3-yl)-1H-imidazol-2-yl)piperidin-1-yl)-5-ethylpyrimidin-4-amine of using 4-(1-(2-(azetidin-1-yl)ethyl)-2-(piperidin-4-yl)-1H-imidazol-4-yl)-2-methylpyridine instead of 3-(1-(2-(azetidin-1-yl)ethyl)-2-(piperidin-4-yl)-1H-imidazol-4-yl)-5-(trifluoromethyl)pyridine hydrochloride salt. LC-MS: (M+1=447, obsd.=447). Product: COC(=O)C1=CC=C(CN2CC3(CC2=O)CCN(CC3)C(=O)OC(C)(C)C)C=C1 (Tert-butyl 2-[4-(methoxycarbonyl)benzyl]-3-oxo-2,8-diazaspiro[4.5]decane-8-carboxylate). As a reaction SMILES: [H-].[Na+].[O:3]=[C:4]1[CH2:8][C:7]2([CH2:13][CH2:12][N:11]([C:14]([O:16][C:17]([CH3:20])([CH3:19])[CH3:18])=[O:15])[CH2:10][CH2:9]2)[CH2:6][NH:5]1.Br[CH2:22][C:23]1[CH:32]=[CH:31][C:26]([C:27]([O:29][CH3:30])=[O:28])=[CH:25][CH:24]=1.Cl>CN(C)C=O>[CH3:30][O:29][C:27]([C:26]1[CH:31]=[CH:32][C:23]([CH2:22][N:5]2[C:4](=[O:3])[CH2:8][C:7]3([CH2:13][CH2:12][N:11]([C:14]([O:16][C:17]([CH3:20])([CH3:19])[CH3:18])=[O:15])[CH2:10][CH2:9]3)[CH2:6]2)=[CH:24][CH:25]=1)=[O:28] |f:0.1|. Reported procedure: Under an argon atmosphere, to an N,N-dimethylformamide (2 mL) solution of sodium hydride (60%, 94 mg), an N,N-dimethylformamide (4 mL) solution of tert-butyl 3-oxo-2,8-diazaspiro[4.5]decane-8-carboxylate (514 mg) was added at 0° C. The reaction solution was stirred at 50° C. for one hour. The solution was cooled to 0° C. and then an N,N-dimethylformamide (2 mL) solution of methyl 4-(bromomethyl)benzoate (442 mg) was added. The reaction solution was stirred at 0° C. for 30 minutes. To the reactio... The solvent is CN(C=O)C (N,N-dimethylformamide), CN(C=O)C (N,N-dimethylformamide), CN(C=O)C (N,N-dimethylformamide). Isolated yield 71.2%. The reactants are BrCC1=CC=C(C(=O)OC)C=C1 (methyl 4-(bromomethyl)benzoate), Cl (hydrochloric acid), [H-].[Na+] (sodium hydride), O=C1NCC2(C1)CCN(CC2)C(=O)OC(C)(C)C (tert-butyl 3-oxo-2,8-diazaspiro[4.5]decane-8-carboxylate). Conditions: temperature 50 celsius, time 1 hour.